Dataset: the Open Reaction Database (ORD), a public repository of structured organic reaction records. Task: describe an organic reaction: reactants, conditions, products, and yield Reaction SMILES: [CH2:1]([c:2]1[cH:3][cH:4][cH:5][cH:6][cH:7]1)[N:8]1[CH2:9][CH2:10][C:11](=[O:14])[CH2:12][CH2:13]1.[CH3:15][NH2:16].[CH3:26][OH:27].[ClH:17].[Na+:25].[O:18]1[CH2:19][CH2:20][O:21][CH2:22][CH2:23]1.[OH-:24].[OH2:28]>>[CH2:1]([c:2]1[cH:3][cH:4][cH:5][cH:6][cH:7]1)[N:8]1[CH2:9][CH2:10][CH:11]([NH:16][CH3:15])[CH2:12][CH2:13]1. Product: CNC1CCN(Cc2ccccc2)CC1. Starting materials: O=C1CCN(Cc2ccccc2)CC1, CN, CO, Cl, [Na+], C1COCCO1, [OH-], O. The reactants are OC1=C(C=C2C(=NC=NC2=C1)OC=1C=C2C=C(NC2=CC1)C)OC (7-hydroxy-6-methoxy-4-(2-methylindol-5-yloxy)quinazoline), C([O-])([O-])=O.[K+].[K+] (potassium carbonate), C(Br)C1CO1 (epibromohydrin), solution, N1CCOCC1 (morpholine). Run in CN(C)C=O (DMF). Run at temperature 60 celsius, time 2 hour. Product: OC(COC1=C(C=C2C(=NC=NC2=C1)OC=1C=C2C=C(NC2=CC1)C)OC)CN1CCOCC1 (7-(2-hydroxy-3-morpholinopropoxy)-6-methoxy-4-(2-methylindol-5-yloxy)quinazoline). Yield: 45.6%. RXN SMILES: [OH:1][C:2]1[CH:11]=[C:10]2[C:5]([C:6]([O:12][C:13]3[CH:14]=[C:15]4[C:19](=[CH:20][CH:21]=3)[NH:18][C:17]([CH3:22])=[CH:16]4)=[N:7][CH:8]=[N:9]2)=[CH:4][C:3]=1[O:23][CH3:24].C(=O)([O-])[O-].[K+].[K+].[CH2:31]([CH:33]1[O:35][CH2:34]1)Br.[NH:36]1[CH2:41][CH2:40][O:39][CH2:38][CH2:37]1>CN(C=O)C>[OH:35][CH:33]([CH2:34][N:36]1[CH2:41][CH2:40][O:39][CH2:38][CH2:37]1)[CH2:31][O:1][C:2]1[CH:11]=[C:10]2[C:5]([C:6]([O:12][C:13]3[CH:14]=[C:15]4[C:19](=[CH:20][CH:21]=3)[NH:18][C:17]([CH3:22])=[CH:16]4)=[N:7][CH:8]=[N:9]2)=[CH:4][C:3]=1[O:23][CH3:24] |f:1.2.3|. Reported procedure: A mixture of 7-hydroxy-6-methoxy-4-(2-methylindol-5-yloxy)quinazoline (322 mg, 1.00 mmol), (prepared as described in Example 49), potassium carbonate (414 mg, 3.00 mmol) and epibromohydrin (274 mg, 2.00 mmol) in DMF (7.0 ml) was stirred at 60° C. for 2 hours and allowed to cool to ambient temperature. The solvent was removed by evaporation and the residue taken up in dichloromethane (10 ml). An aliquot (5 ml) of this solution was treated with morpholine (48 μl, 0.6 mmol) and stirred for 24 hours... Starting materials: CCOC(C)=O, CS(C)=O, CCCCCC, NCc1ccc(OC(F)(F)F)cc1, Cc1ccc(S(=O)(=O)OCC2COc3ccc4c(c3O2)CC(=O)N4)cc1. Product: O=C1Cc2c(ccc3c2OC(CNCc2ccc(OC(F)(F)F)cc2)CO3)N1. RXN SMILES: [C:50]([O:51][CH2:52][CH3:53])(=[O:54])[CH3:55].[CH3:40][S:41]([CH3:42])=[O:43].[CH3:44][CH2:45][CH2:46][CH2:47][CH2:48][CH3:49].[F:27][C:28]([O:29][c:30]1[cH:31][cH:32][c:33]([CH2:34][NH2:35])[cH:36][cH:37]1)([F:38])[F:39].[c:1]1([CH3:2])[cH:3][cH:4][c:5]([S:6]([O:7][CH2:11][CH:12]2[CH2:13][O:14][c:15]3[c:16]([c:17]4[c:21]([cH:22][cH:23]3)[NH:20][C:19](=[O:24])[CH2:18]4)[O:25]2)(=[O:8])=[O:9])[cH:10][cH:26]1>>[CH2:11]([CH:12]1[CH2:13][O:14][c:15]2[c:16]([c:17]3[c:21]([cH:22][cH:23]2)[NH:20][C:19](=[O:24])[CH2:18]3)[O:25]1)[NH:35][CH2:34][c:33]1[cH:32][cH:31][c:30]([O:29][C:28]([F:27])([F:38])[F:39])[cH:37][cH:36]1. The product is COC=1C=C2C(CCOC2=CC1C)C=1N=C(NC1)S(=O)(=O)N(C)C ({[4-(6-Methoxy-7-Methylchroman-4-Yl)Imidazolyl]Sulfonyl}Dimethylamine). Run in CO (methanol). The reactants are {, OC1(CCOC2=CC(=C(C=C12)OC)C)C=1N=C(NC1)S(=O)(=O)N(C)C ({[4-(4-hydroxy-6-methoxy-7-methylchroman-4-yl)imidazolyl]sulfonyl}dimethylamine), [4-(6-methoxy-7-methyl(2H-chromen-4-yl)imidazolyl]sulfonyl}dimethylamine. Procedure: A mixture of 0.1 gram (0.0004 mole) of {[4-(6-methoxy-7-methyl(2H-chromen-4-yl)imidazolyl]sulfonyl}dimethylamine (ix), 0.01 gram (catalyst) of 10% palladium on carbon, and 0.005 gram (catalyst) of 5% platinum on carbon in 75 mL of methanol was subjected to hydrogenation conditions during a two hour period using a Parr hydrogenator. After this time, the reaction mixture was passed through a column of silica gel to remove the catalysts. The eluate was concentrated under reduced pressure to a resid... Reaction SMILES: O[C:2]1([C:15]2[N:16]=[C:17]([S:20]([N:23]([CH3:25])[CH3:24])(=[O:22])=[O:21])[NH:18][CH:19]=2)[C:11]2[C:6](=[CH:7][C:8]([CH3:14])=[C:9]([O:12][CH3:13])[CH:10]=2)[O:5][CH2:4][CH2:3]1>[Pd].[Pt].CO>[CH3:13][O:12][C:9]1[CH:10]=[C:11]2[C:6](=[CH:7][C:8]=1[CH3:14])[O:5][CH2:4][CH2:3][CH:2]2[C:15]1[N:16]=[C:17]([S:20]([N:23]([CH3:25])[CH3:24])(=[O:22])=[O:21])[NH:18][CH:19]=1. Reaction conditions: time 2 hour. Reagents/catalysts: [Pd] (palladium on carbon), [Pt] (platinum on carbon). Reactants: C1(=CC=CC=C1)S(=O)C1=CC=CC=C1 (diphenylsulfoxide), C1=CC=CC=2SC3=CC=CC=C3C(C12)=O (thioxanthene-9-one), FC(S(=O)(=O)OS(=O)(=O)C(F)(F)F)(F)F (trifluoromethanesulfonic anhydride). The solvent is ClCCl (dichloromethane). Conditions: time 3 hour. The product is FC(S(=O)(=O)[O-])(F)F.C1(=CC=CC=C1)[S+](C1=CC=2C(C3=CC=CC=C3SC2C=C1)=O)C1=CC=CC=C1 (diphenyl(thioxanthene-9-one-2-yl)sulfonium trifluoromethanesulfonate). The yield is 34.0%. Reaction SMILES: [C:1]1([S:7]([C:9]2[CH:14]=[CH:13][CH:12]=[CH:11][CH:10]=2)=O)[CH:6]=[CH:5][CH:4]=[CH:3][CH:2]=1.[CH:15]1[C:28]2[C:27](=[O:29])[C:26]3[C:21](=[CH:22][CH:23]=[CH:24][CH:25]=3)[S:20][C:19]=2[CH:18]=[CH:17][CH:16]=1.[F:30][C:31]([F:44])([F:43])[S:32]([O:35]S(C(F)(F)F)(=O)=O)(=[O:34])=[O:33]>ClCCl>[F:30][C:31]([F:44])([F:43])[S:32]([O-:35])(=[O:34])=[O:33].[C:9]1([S+:7]([C:1]2[CH:2]=[CH:3][CH:4]=[CH:5][CH:6]=2)[C:16]2[CH:17]=[CH:18][C:19]3[S:20][C:21]4[C:26](=[CH:25][CH:24]=[CH:23][CH:22]=4)[C:27](=[O:29])[C:28]=3[CH:15]=2)[CH:10]=[CH:11][CH:12]=[CH:13][CH:14]=1 |f:4.5|. Procedure: To 320 ml of dichloromethane were suspended 20.2 g (0.1 mol) of diphenylsulfoxide and 21.2 g (0.1 mol) of thioxanthene-9-one, and 28.2 g (0.1 mol) of trifluoromethanesulfonic anhydride was added dropwise thereto at −70 to −60° C., followed by gradually warming to room temperature and reacting with stirring for 3 hours. After completion of the reaction, the obtained reaction solution was washed with water (320 ml×5 times) and the obtained dichloromethane layer was concentrated to dryness under re... Reactants: OC1=C(C=CC=C1)NC(=O)C=1C=2C=CNC2C=CC1 (N-(2-hydroxyphenyl)-1H-indol-4-carboxamide), C([O-])([O-])=O.[K+].[K+] (potassium carbonate), BrCCCBr (1,3-dibromopropane). The solvent is CC(=O)C (acetone). Product: BrCCCOC1=C(C=CC=C1)NC(=O)C=1C=2C=CNC2C=CC1 (N-[2-[3-bromopropoxyl]phenyl]-1H-indole-4-carboxamide). RXN SMILES: [OH:1][C:2]1[CH:7]=[CH:6][CH:5]=[CH:4][C:3]=1[NH:8][C:9]([C:11]1[C:12]2[CH:13]=[CH:14][NH:15][C:16]=2[CH:17]=[CH:18][CH:19]=1)=[O:10].C(=O)([O-])[O-].[K+].[K+].[Br:26][CH2:27][CH2:28][CH2:29]Br>CC(C)=O>[Br:26][CH2:27][CH2:28][CH2:29][O:1][C:2]1[CH:7]=[CH:6][CH:5]=[CH:4][C:3]=1[NH:8][C:9]([C:11]1[C:12]2[CH:13]=[CH:14][NH:15][C:16]=2[CH:17]=[CH:18][CH:19]=1)=[O:10] |f:1.2.3|. Procedure details: A suspension of 2 g of N-(2-hydroxyphenyl)-1H-indol-4-carboxamide and 2.18 g of potassium carbonate in 20 ml of acetone was admixed with 3.2 ml of 1,3-dibromopropane and the mixture was refluxed for 90 minutes and was filtered. The solvent was evaporated under reduced pressure and the residue was chromatographed over silica (eluant: chloroform/ethyl acetate/triethylamine 6:3:1 to obtain 2.37 g of N-[2-[3-bromopropoxyl]phenyl]-1H-indole-4-carboxamide melting at 145° C. Starting materials: CCN(C(C)C)C(C)C, Cn1ncc(Cl)c1-c1sc(C(=O)O)cc1Cl, ClCCl, NC(Cc1ccccc1C(F)(F)F)CN1C(=O)c2ccccc2C1=O. Yields the product Cn1ncc(Cl)c1-c1sc(C(=O)NC(Cc2ccccc2C(F)(F)F)CN2C(=O)c3ccccc3C2=O)cc1Cl. RXN SMILES: [CH:42]([N:43]([CH:44]([CH3:45])[CH3:46])[CH2:47][CH3:48])([CH3:49])[CH3:50].[Cl:1][c:2]1[cH:3][c:4]([C:14](=[O:15])[OH:16])[s:5][c:6]1-[c:7]1[c:8]([Cl:13])[cH:9][n:10][n:11]1[CH3:12].[Cl:51][CH2:52][Cl:53].[NH2:17][CH:18]([CH2:19][N:20]1[C:21](=[O:30])[c:22]2[cH:23][cH:24][cH:25][cH:26][c:27]2[C:28]1=[O:29])[CH2:31][c:32]1[c:33]([C:38]([F:39])([F:40])[F:41])[cH:34][cH:35][cH:36][cH:37]1>>[Cl:1][c:2]1[cH:3][c:4]([C:14](=[O:16])[NH:17][CH:18]([CH2:19][N:20]2[C:21](=[O:30])[c:22]3[cH:23][cH:24][cH:25][cH:26][c:27]3[C:28]2=[O:29])[CH2:31][c:32]2[c:33]([C:38]([F:39])([F:40])[F:41])[cH:34][cH:35][cH:36][cH:37]2)[s:5][c:6]1-[c:7]1[c:8]([Cl:13])[cH:9][n:10][n:11]1[CH3:12].